This data is from the Open Reaction Database (ORD), a public repository of structured organic reaction records. The task is: describe an organic reaction: reactants, conditions, products, and yield Starting materials: COS(=O)(=O)OC, O=C1CN(c2cccc(I)c2)C(=O)N1, [K+], [OH-], O. The product is CN1C(=O)CN(c2cccc(I)c2)C1=O. As a reaction SMILES: [CH3:17][O:18][S:19]([O:20][CH3:21])(=[O:22])=[O:23].[I:1][c:2]1[cH:3][c:4]([N:8]2[C:9](=[O:14])[NH:10][C:11](=[O:13])[CH2:12]2)[cH:5][cH:6][cH:7]1.[K+:16].[OH-:15].[OH2:24]>>[I:1][c:2]1[cH:3][c:4]([N:8]2[C:9](=[O:14])[N:10]([CH3:17])[C:11](=[O:13])[CH2:12]2)[cH:5][cH:6][cH:7]1. Starting materials: CI (methyl iodide), NC[C@H](CP(O)=O)F ((2R)-(3-amino-2-fluoropropyl)phosphinic acid), C[Si](C)(C)N[Si](C)(C)C (HMDS), CCN(C(C)C)C(C)C (Hünig's base). The solvent is C(Cl)Cl (methylene chloride), COCCOCCOC (diglyme). Reaction conditions: time 23.5 hour. Yields the product NC[C@H](CP(O)(=O)C)F ((2R)-(3-amino-2-fluoropropyl)(methyl)phosphinic acid). Yield: 65.4%. RXN SMILES: [NH2:1][CH2:2][C@@H:3]([F:8])[CH2:4][PH:5](=[O:7])[OH:6].[CH3:9][Si](N[Si](C)(C)C)(C)C.CCN(C(C)C)C(C)C.CI>C(Cl)Cl.COCCOCCOC>[NH2:1][CH2:2][C@@H:3]([F:8])[CH2:4][P:5]([CH3:9])(=[O:6])[OH:7]. Procedure details: A suspension of compound (2R)-(3-amino-2-fluoropropyl)phosphinic acid (1.0 g, 7.1 mmol) in HMDS (7.47 mL, 35.4 mmol) was heated to reflux for 16 h. The reaction was cooled to room temperature, treated with diglyme (8.0 mL) and heated to reflux for 6 h. After the mixture was cooled to room temperature , Hünig's base (1.23 mL, 7.1 mmol) was added followed by dropwise addition of methyl iodide (1.32 mL, 21.2 mmol). The reaction was stirred for 23.5 h then it was diluted with methylene chloride and ... Reactants: C(C(C)C)C1=CC=C(C=C1)[C@@H](CCC)O (1-(R)-(4-isobutylphenyl)butanol), OC1=CC=C(C(=O)OC)C=C1 (methyl 4-hydroxybenzoate), C1(=CC=CC=C1)P(C1=CC=CC=C1)C1=CC=CC=C1 (triphenylphosphine), N(=NC(=O)OCC)C(=O)OCC (diethyl azodicarboxylate). Solvent: C1(=CC=CC=C1)C (toluene), O1CCCC1 (tetrahydrofuran), O (water). Reaction conditions: time 1.5 hour. Product: C(C(C)C)C1=CC=C(C=C1)[C@H](CCC)OC1=CC=C(C(=O)OC)C=C1 (methyl 4-[1-(S)-(4-isobutylphenyl)butoxy]benzoate). Yield: 79.4%. RXN SMILES: [CH2:1]([C:5]1[CH:10]=[CH:9][C:8]([C@H:11]([OH:15])[CH2:12][CH2:13][CH3:14])=[CH:7][CH:6]=1)[CH:2]([CH3:4])[CH3:3].O[C:17]1[CH:26]=[CH:25][C:20]([C:21]([O:23][CH3:24])=[O:22])=[CH:19][CH:18]=1.C1(P(C2C=CC=CC=2)C2C=CC=CC=2)C=CC=CC=1.N(C(OCC)=O)=NC(OCC)=O>C1(C)C=CC=CC=1.O1CCCC1.O>[CH2:1]([C:5]1[CH:6]=[CH:7][C:8]([C@@H:11]([O:15][C:17]2[CH:26]=[CH:25][C:20]([C:21]([O:23][CH3:24])=[O:22])=[CH:19][CH:18]=2)[CH2:12][CH2:13][CH3:14])=[CH:9][CH:10]=1)[CH:2]([CH3:4])[CH3:3]. Procedure details: To a solution of 1-(R)-(4-isobutylphenyl)butanol (1.13 g), methyl 4-hydroxybenzoate (917 mg) and triphenylphosphine (1.58 g) in toluene (40 ml) and tetrahydrofuran (10 ml) was added diethyl azodicarboxylate (0.95 ml) at -20° C. The mixture was stirred at -15°--20° C. for 1.5 hours and then added water (0.5 ml). The mixture was evaporated, dissolved in a mixture of n-hexane and ethyl acetate (4:1), filtered off and evaporated. The residue was chromatographed on silica gel eluting with a mixture o... Starting materials: CC(=O)N1C2CCC1CNC2, O=C([O-])[O-], ClCC=Cc1ccccc1, CC(C)=O, [K+], [K+]. The product is CC(=O)N1C2CCC1CN(CC=Cc1ccccc1)C2. As a reaction SMILES: [C:1]([CH3:2])(=[O:3])[N:4]1[CH:5]2[CH2:6][NH:7][CH2:8][CH:9]1[CH2:10][CH2:11]2.[C:22](=[O:23])([O-:24])[O-:25].[CH2:12]([CH:13]=[CH:14][c:15]1[cH:16][cH:17][cH:18][cH:19][cH:20]1)[Cl:21].[CH3:28][C:29](=[O:30])[CH3:31].[K+:26].[K+:27]>>[C:1]([CH3:2])(=[O:3])[N:4]1[CH:5]2[CH2:6][N:7]([CH2:12][CH:13]=[CH:14][c:15]3[cH:16][cH:17][cH:18][cH:19][cH:20]3)[CH2:8][CH:9]1[CH2:10][CH2:11]2. Starting materials: C=C(C)OC(=O)Oc1ccc([N+](=O)[O-])cc1, CCOCC, ClC(Cl)Cl. The product is CC(C)(Cl)OC(=O)Oc1ccc([N+](=O)[O-])cc1. As a reaction SMILES: [C:1]([O:2][C:3](=[CH2:4])[CH3:5])([O:6][c:7]1[cH:8][cH:9][c:10]([N+:13](=[O:14])[O-:15])[cH:11][cH:12]1)=[O:16].[CH2:21]([O:22][CH2:23][CH3:24])[CH3:25].[CH:17]([Cl:18])([Cl:19])[Cl:20]>>[C:1]([O:2][C:3]([CH3:4])([CH3:5])[Cl:18])([O:6][c:7]1[cH:8][cH:9][c:10]([N+:13](=[O:14])[O-:15])[cH:11][cH:12]1)=[O:16]. The product is O=C(O)c1ccc(N2CCN(Cc3cnc4c(c3)NC(=O)C3CCCN43)CC2)cc1. The reactants are C1COCCO1, [Li+], CCOC(=O)c1ccc(N2CCN(Cc3cnc4c(c3)NC(=O)C3CCCN43)CC2)cc1, [OH-]. As a reaction SMILES: [CH2:35]1[O:36][CH2:37][CH2:38][O:39][CH2:40]1.[Li+:34].[O:1]=[C:2]1[CH:3]2[N:4]([c:5]3[c:6]([cH:8][c:9]([CH2:12][N:13]4[CH2:14][CH2:15][N:16]([c:19]5[cH:20][cH:21][c:22]([C:23](=[O:24])[O:25][CH2:26][CH3:27])[cH:28][cH:29]5)[CH2:17][CH2:18]4)[cH:10][n:11]3)[NH:7]1)[CH2:30][CH2:31][CH2:32]2.[OH-:33]>>[O:1]=[C:2]1[CH:3]2[N:4]([c:5]3[c:6]([cH:8][c:9]([CH2:12][N:13]4[CH2:14][CH2:15][N:16]([c:19]5[cH:20][cH:21][c:22]([C:23](=[O:24])[OH:25])[cH:28][cH:29]5)[CH2:17][CH2:18]4)[cH:10][n:11]3)[NH:7]1)[CH2:30][CH2:31][CH2:32]2. Reactants: C(C)(C)(C)OC(=O)N1CCC(CC1)CNC1=NC=C2C(=N1)NN=C2C2=NC(=NC=C2)NCC2=CC(=CC=C2)Cl (4-({3-[2-(3-chloro-benzylamino)-pyrimidin-4-yl]-1H-pyrazolo[3,4-d]pyrimidin-6-ylamino}-methyl)-piperidine-1-carboxylic acid tert-butyl ester), Cl (HCl). Solvent: CCO (EtOH). Reaction conditions: time 15 hour. Product: ClC=1C=C(CNC2=NC=CC(=N2)C2=NNC3=NC(=NC=C32)NCC3CCNCC3)C=CC1 ({3-[2-(3-chloro-benzylamino)-pyrimidin-4-yl]-1H-pyrazolo[3,4-d]pyrimidin-6-yl}-piperidin-4-ylmethyl-amine). RXN SMILES: C(OC([N:8]1[CH2:13][CH2:12][CH:11]([CH2:14][NH:15][C:16]2[N:21]=[C:20]3[NH:22][N:23]=[C:24]([C:25]4[CH:30]=[CH:29][N:28]=[C:27]([NH:31][CH2:32][C:33]5[CH:38]=[CH:37][CH:36]=[C:35]([Cl:39])[CH:34]=5)[N:26]=4)[C:19]3=[CH:18][N:17]=2)[CH2:10][CH2:9]1)=O)(C)(C)C.Cl>CCO>[Cl:39][C:35]1[CH:34]=[C:33]([CH:38]=[CH:37][CH:36]=1)[CH2:32][NH:31][C:27]1[N:26]=[C:25]([C:24]2[C:19]3[C:20](=[N:21][C:16]([NH:15][CH2:14][CH:11]4[CH2:10][CH2:9][NH:8][CH2:13][CH2:12]4)=[N:17][CH:18]=3)[NH:22][N:23]=2)[CH:30]=[CH:29][N:28]=1. Procedure: To a solution of 4-({3-[2-(3-chloro-benzylamino)-pyrimidin-4-yl]-1H-pyrazolo[3,4-d]pyrimidin-6-ylamino}-methyl)-piperidine-1-carboxylic acid tert-butyl ester (200 mg, 0.36 mmol) in EtOH (4 mL) was added conc. HCl (4 mL). The reaction mixture was stirred at room temperature for 15 hours. The solvent was then removed and the residue was purified by prep-HPLC to afford {3-[2-(3-chloro-benzylamino)-pyrimidin-4-yl]-1H-pyrazolo[3,4-d]pyrimidin-6-yl}-piperidin-4-ylmethyl-amine; hydrochloride. (Yield 60...